From a dataset of the Open Reaction Database (ORD), a public repository of structured organic reaction records. describe an organic reaction: reactants, conditions, products, and yield The reactants are N1C=CC2=CC=CC=C12 (indole), [H-].[Na+] (sodium hydride), ClCC1OC(OC1)(C)C (4-chloromethyl-2,2-dimethyl-1,3-dioxolane), ClCC1OC(OC1)(C)C (4-chloromethyl-2,2-dimethyl-1,3-dioxolane). Reagents/catalysts: [I-].C(CCC)[N+](CCCC)(CCCC)CCCC (tetra-n-butylammonium iodide). Solvent: C1CCOC1 (THF), C1CCOC1 (THF). Conditions: time 30 minute. The product is CC1(OCC(O1)CN1C=CC2=CC=CC=C12)C (1-(2,2-dimethyl-1,3-dioxolan-4-ylmethyl)-1H-indole). Yield: 28.5%. RXN SMILES: [NH:1]1[C:9]2[C:4](=[CH:5][CH:6]=[CH:7][CH:8]=2)[CH:3]=[CH:2]1.[H-].[Na+].Cl[CH2:13][CH:14]1[CH2:18][O:17][C:16]([CH3:20])([CH3:19])[O:15]1>C1COCC1.[I-].C([N+](CCCC)(CCCC)CCCC)CCC>[CH3:19][C:16]1([CH3:20])[O:15][CH:14]([CH2:13][N:1]2[C:9]3[C:4](=[CH:5][CH:6]=[CH:7][CH:8]=3)[CH:3]=[CH:2]2)[CH2:18][O:17]1 |f:1.2,5.6|. Reported procedure: To a stirred room temperature solution of indole (5.9 g, 50 mmol) in THF (100 mL) was added sodium hydride (2.4 g of 60% in mineral oil, 60 mmol) in one portion. After 30 minutes, 4-chloromethyl-2,2-dimethyl-1,3-dioxolane (10.6 mL, 75 mmol) was added followed by tetra-n-butylammonium iodide (1.9 g, 5 mmol) and the mixture was warmed at reflux. After 24 hours, LCMS showed about 50% conversion [MS m/z 232 (MH+)]. Additional 4-chloromethyl-2,2-dimethyl-1,3-dioxolane (11.4 mL) was added and the refl... Reactants: [BH4-].[Na+] (sodium borohydride), [OH-].[Na+] (sodium hydroxide), C1(CCCCC1)CC(C(=O)C1(COCOC1)C)N1N=CN=C1 (3-cyclohexyl-1-(5-methyl-1,3-dioxan-5-yl)-2-(1,2,4-triazol-1-yl)-propan-1-one), [Cl-].[Ca+2].[Cl-] (calcium chloride), Cl (hydrochloric acid). Run in 0.1, C(C)O (ethanol), C(C)O (ethanol). Yields the product C1(CCCCC1)CC(C(O)C1(COCOC1)C)N1N=CN=C1 (3-cyclohexyl-1-(5-methyl-1,3-dioxan-5-yl)-2-(1,2,4-triazol-1-yl)-propan-1-ol). The yield is 101.8%. As a reaction SMILES: [BH4-].[Na+].[OH-].[Na+].[CH:5]1([CH2:11][CH:12]([N:22]2[CH:26]=[N:25][CH:24]=[N:23]2)[C:13]([C:15]2([CH3:21])[CH2:20][O:19][CH2:18][O:17][CH2:16]2)=[O:14])[CH2:10][CH2:9][CH2:8][CH2:7][CH2:6]1.[Cl-].[Ca+2].[Cl-].Cl>C(O)C>[CH:5]1([CH2:11][CH:12]([N:22]2[CH:26]=[N:25][CH:24]=[N:23]2)[CH:13]([C:15]2([CH3:21])[CH2:16][O:17][CH2:18][O:19][CH2:20]2)[OH:14])[CH2:6][CH2:7][CH2:8][CH2:9][CH2:10]1 |f:0.1,2.3,5.6.7|. Procedure: A solution of 0.7 g (0.02 mol) of sodium borohydride in 3 ml of 0.1 normal aqueous sodium hydroxide solution is added to a mixture of 6.0 g (0.02 mol) of 3-cyclohexyl-1-(5-methyl-1,3-dioxan-5-yl)-2-(1,2,4-triazol-1-yl)-propan-1-one, 2.3 g of powdered calcium chloride and 30 ml of ethanol, while cooling with ice. When the evolution of gas has ended, the precipitate formed is dissolved again by addition of 30 ml of ethanol and 50 ml of dilute hydrochloric acid, the solution is concentrated to 60 m... The reactants are C1(=CC=CC=C1)C(C1=CC=CC=C1)NC(CC1=CC=CC=C1)P(O)=O ([1-[(diphenylmethyl)amino]-2-phenylethyl]phosphinic acid), Br (hydrobromic acid). The product is Br.NC(CC1=CC=CC=C1)P(O)=O ((1-amino-2-phenylethyl)phosphinic acid hydrobromide). Isolated yield 87.9%. As a reaction SMILES: C1(C([NH:14][CH:15]([PH:23](=[O:25])[OH:24])[CH2:16][C:17]2[CH:22]=[CH:21][CH:20]=[CH:19][CH:18]=2)C2C=CC=CC=2)C=CC=CC=1.[BrH:26]>>[BrH:26].[NH2:14][CH:15]([PH:23](=[O:24])[OH:25])[CH2:16][C:17]1[CH:22]=[CH:21][CH:20]=[CH:19][CH:18]=1 |f:2.3|. Procedure details: A mixture of 14.6 g (41.6 mmol) of [1-[(diphenylmethyl)amino]-2-phenylethyl]phosphinic acid and 94 ml of aqueous 48% hydrobromic acid is refluxed for 2 hours. Two phases appear. The mixture is brought to dryness by evaporation under vacuum and under warm conditions and is then taken up in 94 ml of water. The aqueous phase is washed three times with diethyl ether. The aqueous phase, again evaporated, gives (1-amino-2-phenylethyl)phosphinic acid hydrobromide, which is taken up in 58 ml of absolute... Reactants: ClC1=C(C=C2CC(C(C2=C1Cl)=O)(C)C1CCCC1)OCC(=O)O ((+)-[(6,7-dichloro-2-cyclopentyl-2,3-dihydro-2-methyl-1-oxo-1H-inden-5-yl)oxy]acetic acid), ClC1=C(C=C2CC(C(C2=C1Cl)=O)(C)C1CCCC1)CC(=O)O ((+)-(6,7-dichloro-2-cyclopentyl-2,3-dihydro-2-methyl-1-oxo-1H-inden-5-yl)acetic acid). Product: ClC1=C(C=C2CC(C(C2=C1Cl)=O)(C)C1CCCC1)OCC(=O)Cl ([(6,7-dichloro-2-cyclopentyl-2,3-dihydro-2-methyl-1-oxo-1H-inden-5-yl)oxy]-acetyl chloride). RXN SMILES: [Cl:1][C:2]1[C:10]([Cl:11])=[C:9]2[C:5]([CH2:6][C:7]([CH:14]3[CH2:18][CH2:17][CH2:16][CH2:15]3)([CH3:13])[C:8]2=[O:12])=[CH:4][C:3]=1[O:19][CH2:20][C:21](O)=[O:22].[Cl:24]C1C(Cl)=C2C(CC(C3CCCC3)(C)C2=O)=CC=1CC(O)=O>>[Cl:1][C:2]1[C:10]([Cl:11])=[C:9]2[C:5]([CH2:6][C:7]([CH:14]3[CH2:18][CH2:17][CH2:16][CH2:15]3)([CH3:13])[C:8]2=[O:12])=[CH:4][C:3]=1[O:19][CH2:20][C:21]([Cl:24])=[O:22]. Reported procedure: The preparation is carried out by following substantially the procedures described in Example 1, Step C except that an equimolar amount of (+)-[(6,7-dichloro-2-cyclopentyl-2,3-dihydro-2-methyl-1-oxo-1H-inden-5-yl)oxy]acetic acid is substituted for the (+)-(6,7-dichloro-2-cyclopentyl-2,3-dihydro-2-methyl-1-oxo-1H-inden-5-yl)acetic acid used in Example 1, Step C. There is thus obtained first the (+)-enantiomers of the diastereomers of [(6,7-dichloro-2-cyclopentyl-2,3-dihydro-2-methyl-1-oxo-1H-inde... The product is O=C1C2=C(N=C3N1C=C(C=C3)C3=NN=NN3)CSC2 (3,10-Dihydro-10-oxo-7-(1H-tetrazol-5-y1)-1H-pyrido[1,2-a]thieno[3,4-d]pyrimidine). Procedure: A mixture of 3,10-dihydro-10-oxo-1H-pyrido[1,2-a]thieno[3,4-d]pyrimidine-7-carbonitrile (1.0 g., 0.004 mol), sodium azide (0.81 g., 0.012 mol) and ammonium chloride (0.69 g., 0.013 mol) in dimethylformamide (150 ml) is heated at 100°-105° C. for 18 hours. The solvent is removed at reduced pressure. The residue is triturated with 1 N hydrochloric acid, filtered, washed with water, dissolved in 10% aqueous potassium carbonate, filtered and reprecipitated with 1 N hydrochloric acid. The solid is fi... Solvent: CN(C=O)C (dimethylformamide). RXN SMILES: [O:1]=[C:2]1[N:7]2[CH:8]=[C:9]([C:12]#[N:13])[CH:10]=[CH:11][C:6]2=[N:5][C:4]2[CH2:14][S:15][CH2:16][C:3]1=2.[N-:17]=[N+:18]=[N-:19].[Na+].[Cl-].[NH4+]>CN(C)C=O>[O:1]=[C:2]1[N:7]2[CH:8]=[C:9]([C:12]3[NH:19][N:18]=[N:17][N:13]=3)[CH:10]=[CH:11][C:6]2=[N:5][C:4]2[CH2:14][S:15][CH2:16][C:3]1=2 |f:1.2,3.4|. The reactants are O=C1C2=C(N=C3N1C=C(C=C3)C#N)CSC2 (3,10-dihydro-10-oxo-1H-pyrido[1,2-a]thieno[3,4-d]pyrimidine-7-carbonitrile), [N-]=[N+]=[N-].[Na+] (sodium azide), [Cl-].[NH4+] (ammonium chloride). Reactants: C(C)OC(C(CC1=CC(=C(C=C1)O)C)OCC)=O ([rac]-2-ethoxy-3-(4-hydroxy-3-methyl-phenyl)-propionic acid ethyl ester), C([O-])([O-])=O.[Cs+].[Cs+] (cesium carbonate), ClCC=1N=C(SC1)C1=CC=C(C=C1)C(C)C (4-chloromethyl-2-(4-isopropyl-phenyl)-thiazole), C(C)(C)C1=CC=C(C(=S)N)C=C1 (4-isopropyl-thiobenzamide), ClCC(=O)CCl (1,3-dichloroacetone). Solvent: C(C)#N (acetonitrile). Product: C(C)OC(C(CC1=CC(=C(C=C1)OCC=1N=C(SC1)C1=CC=C(C=C1)C(C)C)C)OCC)=O ([rac]-2-ethoxy-3-{4-[2-(4-isopropyl-phenyl)-thiazol-4-ylmethoxy]-3-methyl-phenyl}-propionic acid ethyl ester). Reaction SMILES: [CH2:1]([O:3][C:4](=[O:18])[CH:5]([O:15][CH2:16][CH3:17])[CH2:6][C:7]1[CH:12]=[CH:11][C:10]([OH:13])=[C:9]([CH3:14])[CH:8]=1)[CH3:2].Cl[CH2:20][C:21]1[N:22]=[C:23]([C:26]2[CH:31]=[CH:30][C:29]([CH:32]([CH3:34])[CH3:33])=[CH:28][CH:27]=2)[S:24][CH:25]=1.C(C1C=CC(C(N)=S)=CC=1)(C)C.ClCC(CCl)=O.C(=O)([O-])[O-].[Cs+].[Cs+]>C(#N)C>[CH2:1]([O:3][C:4](=[O:18])[CH:5]([O:15][CH2:16][CH3:17])[CH2:6][C:7]1[CH:12]=[CH:11][C:10]([O:13][CH2:20][C:21]2[N:22]=[C:23]([C:26]3[CH:31]=[CH:30][C:29]([CH:32]([CH3:34])[CH3:33])=[CH:28][CH:27]=3)[S:24][CH:25]=2)=[C:9]([CH3:14])[CH:8]=1)[CH3:2] |f:4.5.6|. Procedure: In analogy to the procedure described in example 4 d], [rac]-2-ethoxy-3-(4-hydroxy-3-methyl-phenyl)-propionic acid ethyl ester (example 4 c]) was reacted with 4-chloromethyl-2-(4-isopropyl-phenyl)-thiazole (prepared from 4-isopropyl-thiobenzamide and 1,3-dichloroacetone in analogy to the procedure described in example 4 a]) in acetonitrile in the presence of cesium carbonate to yield [rac]-2-ethoxy-3-{4-[2-(4-isopropyl-phenyl)-thiazol-4-ylmethoxy]-3-methyl-phenyl}-propionic acid ethyl ester, whi...